Dataset: the Open Reaction Database (ORD), a public repository of structured organic reaction records. Task: describe an organic reaction: reactants, conditions, products, and yield Reactants: CC(=O)O[BH-](OC(C)=O)OC(C)=O, O=C([O-])O, COC(=O)C1CC(=O)CCN1CCn1c(=O)cnc2ccc(OC)cc21, CC(=O)O, ClC(Cl)Cl, ClCCl, [Na+], [Na+], NCc1cc2c(cn1)OCCO2. Product: COC(=O)C1CC(NCc2cc3c(cn2)OCCO3)CCN1CCn1c(=O)cnc2ccc(OC)cc21. Reaction SMILES: [C:39]([O:40][BH-:41]([O:42][C:43](=[O:44])[CH3:45])[O:46][C:47](=[O:48])[CH3:49])(=[O:50])[CH3:51].[C:53](=[O:54])([O-:55])[OH:56].[CH3:1][O:2][c:3]1[cH:4][cH:5][c:6]2[n:7][cH:8][c:9](=[O:26])[n:10]([CH2:13][CH2:14][N:15]3[CH:16]([C:22](=[O:23])[O:24][CH3:25])[CH2:17][C:18](=[O:21])[CH2:19][CH2:20]3)[c:11]2[cH:12]1.[CH3:62][C:63](=[O:64])[OH:65].[CH:58]([Cl:59])([Cl:60])[Cl:61].[Cl:66][CH2:67][Cl:68].[Na+:52].[Na+:57].[O:27]1[CH2:28][CH2:29][O:30][c:31]2[cH:32][n:33][c:34]([CH2:37][NH2:38])[cH:35][c:36]21>>[CH3:1][O:2][c:3]1[cH:4][cH:5][c:6]2[n:7][cH:8][c:9](=[O:26])[n:10]([CH2:13][CH2:14][N:15]3[CH:16]([C:22](=[O:23])[O:24][CH3:25])[CH2:17][CH:18]([NH:38][CH2:37][c:34]4[n:33][cH:32][c:31]5[c:36]([cH:35]4)[O:27][CH2:28][CH2:29][O:30]5)[CH2:19][CH2:20]3)[c:11]2[cH:12]1. Reactants: CCCCC(C)C(O)C1C(=O)NC(C(C)O)C(=O)N(C)C(COCc2ccccc2)C(=O)N(C)C(CC(C)C)C(=O)NC(CC(C)C)C(=O)N(C)C(CC(C)C)C(=O)NC(C)C(=O)NC(C)C(=O)N(C)C(CC(C)C)C(=O)NC(CC(C)C)C(=O)N(C)C(C(C)C)C(=O)N1C, CO. Product: CCCCC(C)C(O)C1C(=O)NC(C(C)O)C(=O)N(C)C(CO)C(=O)N(C)C(CC(C)C)C(=O)NC(CC(C)C)C(=O)N(C)C(CC(C)C)C(=O)NC(C)C(=O)NC(C)C(=O)N(C)C(CC(C)C)C(=O)NC(CC(C)C)C(=O)N(C)C(C(C)C)C(=O)N1C. As a reaction SMILES: [CH2:1]([c:2]1[cH:3][cH:4][cH:5][cH:6][cH:7]1)[O:8][CH2:9][CH:10]1[C:11](=[O:95])[N:12]([CH3:94])[CH:13]([CH2:90][CH:91]([CH3:92])[CH3:93])[C:14](=[O:89])[NH:15][CH:16]([CH2:85][CH:86]([CH3:87])[CH3:88])[C:17](=[O:84])[N:18]([CH3:83])[CH:19]([CH2:79][CH:80]([CH3:81])[CH3:82])[C:20](=[O:78])[NH:21][CH:22]([CH3:77])[C:23](=[O:76])[NH:24][CH:25]([CH3:75])[C:26](=[O:74])[N:27]([CH3:73])[CH:28]([CH2:69][CH:70]([CH3:71])[CH3:72])[C:29](=[O:68])[NH:30][CH:31]([CH2:64][CH:65]([CH3:66])[CH3:67])[C:32](=[O:63])[N:33]([CH3:62])[CH:34]([CH:59]([CH3:60])[CH3:61])[C:35](=[O:58])[N:36]([CH3:57])[CH:37]([CH:49]([CH:50]([CH2:51][CH2:52][CH2:53][CH3:54])[CH3:55])[OH:56])[C:38](=[O:48])[NH:39][CH:40]([CH:45]([CH3:46])[OH:47])[C:41](=[O:44])[N:42]1[CH3:43].[CH3:96][OH:97]>>[OH:8][CH2:9][CH:10]1[C:11](=[O:95])[N:12]([CH3:94])[CH:13]([CH2:90][CH:91]([CH3:92])[CH3:93])[C:14](=[O:89])[NH:15][CH:16]([CH2:85][CH:86]([CH3:87])[CH3:88])[C:17](=[O:84])[N:18]([CH3:83])[CH:19]([CH2:79][CH:80]([CH3:81])[CH3:82])[C:20](=[O:78])[NH:21][CH:22]([CH3:77])[C:23](=[O:76])[NH:24][CH:25]([CH3:75])[C:26](=[O:74])[N:27]([CH3:73])[CH:28]([CH2:69][CH:70]([CH3:71])[CH3:72])[C:29](=[O:68])[NH:30][CH:31]([CH2:64][CH:65]([CH3:66])[CH3:67])[C:32](=[O:63])[N:33]([CH3:62])[CH:34]([CH:59]([CH3:60])[CH3:61])[C:35](=[O:58])[N:36]([CH3:57])[CH:37]([CH:49]([CH:50]([CH2:51][CH2:52][CH2:53][CH3:54])[CH3:55])[OH:56])[C:38](=[O:48])[NH:39][CH:40]([CH:45]([CH3:46])[OH:47])[C:41](=[O:44])[N:42]1[CH3:43]. Starting materials: N1=C(C=CC=C1C)C (2,6-Lutidine), ClC1=CC=C(C=C1)C1=C(C=CC=C1)[C@@H](C1CCN(CC1)C1=CC=C(C(=O)OCC)C=C1)O ((R)-ethyl 4-(4-((4′-chlorobiphenyl-2-yl)(hydroxy)methyl)piperidin-1-yl)benzoate), INTERMEDIATE 11A, FC(S(=O)(=O)O[Si](C)(C)C(C)(C)C)(F)F (tert-Butyldimethylsilyl trifluoromethanesulfonate). The solvent is C(Cl)Cl (DCM). Product: [Si](C)(C)(C(C)(C)C)O[C@H](C1CCN(CC1)C1=CC=C(C(=O)OCC)C=C1)C1=C(C=CC=C1)C1=CC=C(C=C1)Cl ((R)-Ethyl 4-(4-((tert-butyldimethylsilyloxy)(4′-chlorobiphenyl-2-yl)methyl)piperidin-1-yl)benzoate). Reaction SMILES: N1C(C)=CC=CC=1C.[Cl:9][C:10]1[CH:15]=[CH:14][C:13]([C:16]2[CH:21]=[CH:20][CH:19]=[CH:18][C:17]=2[C@H:22]([OH:40])[CH:23]2[CH2:28][CH2:27][N:26]([C:29]3[CH:39]=[CH:38][C:32]([C:33]([O:35][CH2:36][CH3:37])=[O:34])=[CH:31][CH:30]=3)[CH2:25][CH2:24]2)=[CH:12][CH:11]=1.FC(F)(F)S(O[Si:47]([C:50]([CH3:53])([CH3:52])[CH3:51])([CH3:49])[CH3:48])(=O)=O>C(Cl)Cl>[Si:47]([O:40][C@@H:22]([C:17]1[CH:18]=[CH:19][CH:20]=[CH:21][C:16]=1[C:13]1[CH:12]=[CH:11][C:10]([Cl:9])=[CH:15][CH:14]=1)[CH:23]1[CH2:28][CH2:27][N:26]([C:29]2[CH:30]=[CH:31][C:32]([C:33]([O:35][CH2:36][CH3:37])=[O:34])=[CH:38][CH:39]=2)[CH2:25][CH2:24]1)([C:50]([CH3:53])([CH3:52])[CH3:51])([CH3:49])[CH3:48]. Reported procedure: 2,6-Lutidine (1.128 ml, 9.68 mmol) was added to a solution of (R)-ethyl 4-(4-((4′-chlorobiphenyl-2-yl)(hydroxy)methyl)piperidin-1-yl)benzoate (INTERMEDIATE 11A (First Eluting Compound), 1.74 g, 3.87 mmol) in DCM (10 ml) at 0° C. tert-Butyldimethylsilyl trifluoromethanesulfonate (1.3 ml, 5.81 mmol) was added dropwise via syringe at 0° C. and the resulting mixture was allowed to warm up to room temperature for 10 minutes. Evaporation of the volatiles under reduced pressure gave a residue, which wa... Reactants: [OH-].[Na+] (sodium hydroxide), N1[C@H](C(=O)O)CCC1 (L-proline), [N+](=O)([O-])C=1C=C(C=CC1)S(=O)(=O)Cl (3-nitrobenzenesulfonyl chloride), Cl (hydrochloric acid). Run in O (water), C(C)OCC (diethyl ether). Reaction conditions: temperature 15 celsius. Product: [N+](=O)([O-])C=1C=C(C=CC1)S(=O)(=O)N1[C@H](C(=O)O)CCC1 (N-3-nitrobenzenesulfonyl-L-proline). Yield: 81.0%. RXN SMILES: [OH-].[Na+].[NH:3]1[CH2:10][CH2:9][CH2:8][C@H:4]1[C:5]([OH:7])=[O:6].[N+:11]([C:14]1[CH:15]=[C:16]([S:20](Cl)(=[O:22])=[O:21])[CH:17]=[CH:18][CH:19]=1)([O-:13])=[O:12].Cl>O.C(OCC)C>[N+:11]([C:14]1[CH:15]=[C:16]([S:20]([N:3]2[CH2:10][CH2:9][CH2:8][C@H:4]2[C:5]([OH:7])=[O:6])(=[O:22])=[O:21])[CH:17]=[CH:18][CH:19]=1)([O-:13])=[O:12] |f:0.1|. Procedure details: To a solution of 12.0 g of sodium hydroxide in 150 ml of water was added 15.0 g of L-proline and dissolved under water-cooling at 15° C. The solution was stirred under water-cooling at 15° C. and to the reaction mixture was added 30.0 g of 3-nitrobenzenesulfonyl chloride and 15 ml of diethyl ether under stirring for 15 minutes. After stirring at room temperature for 80 minutes, the reaction mixture was acidified at pH2 with concentrated hydrochloric acid and the separated oily substance was extr... Reactants: solution, C([O-])([O-])=O.[Na+].[Na+] (sodium carbonate), IC1=C(N=C2N(C1=O)C(=CC=C2)C)C(CC)NC2=C1N=CNC1=NC=N2 (3-iodo-6-methyl-2-[1-(9H-purin-6-ylamino)propyl]-4H-pyrido[1,2-a]pyrimidin-4-one), FC=1C=C(C=NC1)B(O)O ((5-fluoropyridin-3-yl)boronic acid). The reagents and catalysts are C=1C=CC(=CC1)[P](C=2C=CC=CC2)(C=3C=CC=CC3)[Pd]([P](C=4C=CC=CC4)(C=5C=CC=CC5)C=6C=CC=CC6)([P](C=7C=CC=CC7)(C=8C=CC=CC8)C=9C=CC=CC9)[P](C=1C=CC=CC1)(C=1C=CC=CC1)C=1C=CC=CC1 (tetrakis(triphenylphosphine)palladium). Solvent: O (water), CCOC(=O)C (EtOAc), O1CCOCC1 (1,4-dioxane). Conditions: temperature 100 celsius. Yields the product FC=1C=C(C=NC1)C1=C(N=C2N(C1=O)C(=CC=C2)C)C(CC)NC2=C1N=CNC1=NC=N2 (3-(5-fluoropyridin-3-yl)-6-methyl-2-[1-(9H-purin-6-ylamino)propyl]-4H-pyrido[1,2-a]pyrimidin-4-one). As a reaction SMILES: I[C:2]1[C:7](=[O:8])[N:6]2[C:9]([CH3:13])=[CH:10][CH:11]=[CH:12][C:5]2=[N:4][C:3]=1[CH:14]([NH:17][C:18]1[N:26]=[CH:25][N:24]=[C:23]2[C:19]=1[N:20]=[CH:21][NH:22]2)[CH2:15][CH3:16].[F:27][C:28]1[CH:29]=[C:30](B(O)O)[CH:31]=[N:32][CH:33]=1.C(=O)([O-])[O-].[Na+].[Na+]>O1CCOCC1.O.CCOC(C)=O.C1C=CC([P]([Pd]([P](C2C=CC=CC=2)(C2C=CC=CC=2)C2C=CC=CC=2)([P](C2C=CC=CC=2)(C2C=CC=CC=2)C2C=CC=CC=2)[P](C2C=CC=CC=2)(C2C=CC=CC=2)C2C=CC=CC=2)(C2C=CC=CC=2)C2C=CC=CC=2)=CC=1>[F:27][C:28]1[CH:29]=[C:30]([C:2]2[C:7](=[O:8])[N:6]3[C:9]([CH3:13])=[CH:10][CH:11]=[CH:12][C:5]3=[N:4][C:3]=2[CH:14]([NH:17][C:18]2[N:26]=[CH:25][N:24]=[C:23]3[C:19]=2[N:20]=[CH:21][NH:22]3)[CH2:15][CH3:16])[CH:31]=[N:32][CH:33]=1 |f:2.3.4,^1:59,61,80,99|. Reported procedure: To a mixture of 3-iodo-6-methyl-2-[1-(9H-purin-6-ylamino)propyl]-4H-pyrido[1,2-a]pyrimidin-4-one (0.030 g, 0.065 mmol) and (5-fluoropyridin-3-yl)boronic acid (Combi-Blocks, 11.0 mg, 0.0780 mmol) in 1,4-dioxane (0.5 mL) was added a 1 M solution of sodium carbonate (8.27 mg, 0.0780 mmol) in water (0.077 mL) and tetrakis(triphenylphosphine)palladium (0) (3.76 mg, 0.00325 mmol). The reaction mixture was heated at 100° C. overnight. After cooling to rt, the mixture was diluted with EtOAc, washed with... Run at time 8 hour. Product: C(C)NC(=O)N1C=CC2=CC(=CC=C12)OC1=CC(=NC=C1)NC(=O)N1CCOCC1 (N4-(4-((1-(Ethylamino)carbonyl-1H-5-indolyl)oxy)-2-pyridyl)-4-morpholinecarboxamide). Reaction SMILES: CN(C)C=O.[NH:6]1[CH2:11][CH2:10][O:9][CH2:8][CH2:7]1.C(=O)([O-])N.[CH2:16]([NH:18][C:19]([N:21]1[C:29]2[C:24](=[CH:25][C:26]([O:30][C:31]3[CH:36]=[CH:35][N:34]=[C:33]([NH:37][C:38](N4CCC(N5CCCC5)CC4)=[O:39])[CH:32]=3)=[CH:27][CH:28]=2)[CH:23]=[CH:22]1)=[O:20])[CH3:17]>C(OCC)C>[CH2:16]([NH:18][C:19]([N:21]1[C:29]2[C:24](=[CH:25][C:26]([O:30][C:31]3[CH:36]=[CH:35][N:34]=[C:33]([NH:37][C:38]([N:6]4[CH2:11][CH2:10][O:9][CH2:8][CH2:7]4)=[O:39])[CH:32]=3)=[CH:27][CH:28]=2)[CH:23]=[CH:22]1)=[O:20])[CH3:17]. Run in C(C)OCC (diethyl ether). Procedure details: N,N-Dimethylformamide (5 ml) and morpholine (0.326 ml, 3.73 mmol) were added to a mixture (0.401 g) of phenyl N-(4-(1-(ethylamino)carbonyl)-1H-5-indolyl)oxy-2-pyridyl)carbamate and phenyl N-(4-(1-(ethylamino)carbonyl-1H-5-indolyl)oxy)-2-pyridyl)-N-(phenoxycarbonyl)carbamate obtained in Example 77; the reaction mixture was stirred overnight; the reaction mixture was partitioned between ethyl acetate and water; the organic layer was concentrated; and the obtained solid was washed with a solvent mi... The reactants are CN(C=O)C (N,N-Dimethylformamide), N1CCOCC1 (morpholine), C(N)([O-])=O (carbamate), C(C)NC(=O)N1C=CC2=CC(=CC=C12)OC1=CC(=NC=C1)NC(=O)N1CCC(CC1)N1CCCC1 (N1-Ethyl-5-(2-(((4-(pyrrolidin-1-yl)piperidin-1-yl)carbonyl)amino)pyridin-4-yloxy)-1H-1-indolecarboxamide).